This data is from the Open Reaction Database (ORD), a public repository of structured organic reaction records. The task is: describe an organic reaction: reactants, conditions, products, and yield Starting materials: CC1=C(C=CC(=C1)C)N(S(=O)(=O)C1=CC(=C(C=C1)C1OC1)C)CC(C)C (N-(2,4-dimethylphenyl)-N-isobutyl-3-methyl-4-(oxiran-2-yl)benzenesulfonamide), CC1(COC1)N (3-methyloxetan-3-amine), CC1(COC1)N (3-methyloxetan-3-amine). The solvent is C(C)O (ethanol). Conditions: temperature 50 celsius, time 18 hour. Product: CC1=C(C=CC(=C1)C)N(S(=O)(=O)C1=CC(=C(C=C1)C(CNC1(COC1)C)O)C)CC(C)C (N-(2,4-dimethylphenyl)-4-(1-hydroxy-2-((3-methyloxetan-3-yl)amino)ethyl)-N-isobutyl-3-methylbenzenesulfonamide). Reaction SMILES: [CH3:1][C:2]1[CH:7]=[C:6]([CH3:8])[CH:5]=[CH:4][C:3]=1[N:9]([CH2:23][CH:24]([CH3:26])[CH3:25])[S:10]([C:13]1[CH:18]=[CH:17][C:16]([CH:19]2[CH2:21][O:20]2)=[C:15]([CH3:22])[CH:14]=1)(=[O:12])=[O:11].[CH3:27][C:28]1([NH2:32])[CH2:31][O:30][CH2:29]1>C(O)C>[CH3:1][C:2]1[CH:7]=[C:6]([CH3:8])[CH:5]=[CH:4][C:3]=1[N:9]([CH2:23][CH:24]([CH3:26])[CH3:25])[S:10]([C:13]1[CH:18]=[CH:17][C:16]([CH:19]([OH:20])[CH2:21][NH:32][C:28]2([CH3:27])[CH2:31][O:30][CH2:29]2)=[C:15]([CH3:22])[CH:14]=1)(=[O:12])=[O:11]. Procedure details: To a stirred solution of N-(2,4-dimethylphenyl)-N-isobutyl-3-methyl-4-(oxiran-2-yl)benzenesulfonamide (20 mg, 0.054 mmol) in ethanol at 25° C. was added 3-methyloxetan-3-amine (5.08 mg, 0.058 mmol). The reaction mixture was then stirred at 50° C. for 18 hours. Another portion of 3-methyloxetan-3-amine (5.08 mg, 0.058 mmol) was then added and the reaction stirred for a further 8 hours at 50° C. The reaction mixture was concentrated in vacuo and purified by mass directed autoprep (ammonium carbona...